Task: describe an organic reaction: reactants, conditions, products, and yield. Dataset: the Open Reaction Database (ORD), a public repository of structured organic reaction records Reactants: ClC=1C(=NOC1N(S(=O)(=O)C1=C(SC2=NC=CC=C21)CC2=C(C=C(C=C2)C)C)COCCOC)C (N-(4-chloro-3-methyl-5-isoxazolyl)-N-(methoxyethoxymethyl)-2-(2,4-dimethylbenzyl)thieno[2,3-b]pyridine-3-sulfonamide), Cl (HCl). The solvent is CO (methanol). Product: ClC=1C(=NOC1NS(=O)(=O)C1=C(SC2=NC=CC=C21)CC2=C(C=C(C=C2)C)C)C (N-(4-chloro-3-methyl-5-isoxazolyl)-2-(2,4-dimethylbenzyl)thieno[2,3-b]pyridine-3-sulfonamide). The yield is 72.6%. RXN SMILES: [Cl:1][C:2]1[C:3]([CH3:35])=[N:4][O:5][C:6]=1[N:7](COCCOC)[S:8]([C:11]1[C:19]2[C:14](=[N:15][CH:16]=[CH:17][CH:18]=2)[S:13][C:12]=1[CH2:20][C:21]1[CH:26]=[CH:25][C:24]([CH3:27])=[CH:23][C:22]=1[CH3:28])(=[O:10])=[O:9].Cl>CO>[Cl:1][C:2]1[C:3]([CH3:35])=[N:4][O:5][C:6]=1[NH:7][S:8]([C:11]1[C:19]2[C:14](=[N:15][CH:16]=[CH:17][CH:18]=2)[S:13][C:12]=1[CH2:20][C:21]1[CH:26]=[CH:25][C:24]([CH3:27])=[CH:23][C:22]=1[CH3:28])(=[O:9])=[O:10]. Reported procedure: The title compound was prepared by the method of Example 4(D) using N-(4-chloro-3-methyl-5-isoxazolyl)-N-(methoxyethoxymethyl)-2-(2,4-dimethylbenzyl)thieno[2,3-b]pyridine-3-sulfonamide (87 mg, 0.16 mmoles), methanol (3 ml) and 4N HCl (1 ml). Recrystallization from chloroform/hexane provided 52 mg (72%) of the title compound as a white crystalline solicl, m.p. 123-125° C. The reactants are CS(C)=O, COc1cc(C=O)c2c(c1OC)OC(C1CC1)C=C2, N#CCCNc1ccccc1. Yields the product COc1cc(CC(C#N)=CNc2ccccc2)c2c(c1OC)OC(C1CC1)C=C2. Reaction SMILES: [CH3:31][S:32](=[O:33])[CH3:34].[CH:1]1([CH:4]2[O:5][c:6]3[c:7]([c:10]([CH:18]=[O:19])[cH:11][c:12]([O:16][CH3:17])[c:13]3[O:14][CH3:15])[CH:8]=[CH:9]2)[CH2:2][CH2:3]1.[NH:20]([c:21]1[cH:22][cH:23][cH:24][cH:25][cH:26]1)[CH2:27][CH2:28][C:29]#[N:30]>>[CH:1]1([CH:4]2[O:5][c:6]3[c:7]([c:10]([CH2:18][C:28](=[CH:27][NH:20][c:21]4[cH:22][cH:23][cH:24][cH:25][cH:26]4)[C:29]#[N:30])[cH:11][c:12]([O:16][CH3:17])[c:13]3[O:14][CH3:15])[CH:8]=[CH:9]2)[CH2:2][CH2:3]1.